From a dataset of the Open Reaction Database (ORD), a public repository of structured organic reaction records. describe an organic reaction: reactants, conditions, products, and yield Starting materials: C(C1=CC=CC=C1)N1CCOC2=C(C1)N=CC(=N2)N(C(C)C)C (8-benzyl-N-methyl-N-(1-methylethyl)-6,7,8,9-tetrahydropyrazino[2,3-f][1,4]oxazepin-3-amine), ClN1C(CCC1=O)=O (N-chlorosuccinimide), C(C)#N (acetonitrile). The solvent is O (Water). Reaction conditions: temperature 50 celsius, time 24 hour. Product: C(C1=CC=CC=C1)N1CCOC2=C(C1)N=C(C(=N2)N(C(C)C)C)Cl (8-benzyl-2-chloro-N-methyl-N-(1-methylethyl)-6,7,8,9-tetrahydropyrazino[2,3-f][1,4]oxazepin-3-amine). Yield: 78.7%. Reaction SMILES: [CH2:1]([N:8]1[CH2:14][C:13]2[N:15]=[CH:16][C:17]([N:19]([CH3:23])[CH:20]([CH3:22])[CH3:21])=[N:18][C:12]=2[O:11][CH2:10][CH2:9]1)[C:2]1[CH:7]=[CH:6][CH:5]=[CH:4][CH:3]=1.[Cl:24]N1C(=O)CCC1=O.C(#N)C>O>[CH2:1]([N:8]1[CH2:14][C:13]2[N:15]=[C:16]([Cl:24])[C:17]([N:19]([CH3:23])[CH:20]([CH3:21])[CH3:22])=[N:18][C:12]=2[O:11][CH2:10][CH2:9]1)[C:2]1[CH:3]=[CH:4][CH:5]=[CH:6][CH:7]=1. Procedure details: A mixture of 8-benzyl-N-methyl-N-(1-methylethyl)-6,7,8,9-tetrahydropyrazino[2,3-f][1,4]oxazepin-3-amine (500 mg), N-chlorosuccinimide (257 mg) and acetonitrile (10 mL) was stirred at room temperature for 16 hr and at 50° C. for 24 hr. Water was added, and the mixture was extracted with ethyl acetate. The organic layer was washed with water and saturated brine, dried over sodium sulfate, and concentrated under reduced pressure. The obtained residue was purified by silica gel column chromatography... Starting materials: C(C)(C)(C)OC(=O)N(CC)C1=CC=C(CO)C=C1 (4-(N-tert-butoxycarbonyl-N-ethyl-amino)-benzyl alcohol). Reagents/catalysts: [O-2].[O-2].[Mn+4] (manganese dioxide). The solvent is C(C)#N (acetonitrile). Conditions: time 2 day. Product: C(C)(C)(C)OC(=O)N(CC)C1=CC=C(C=O)C=C1 (4-(N-tert-butoxycarbonyl-N-ethyl-amino) benzaldehyde). Yield: 45.9%. RXN SMILES: [C:1]([O:5][C:6]([N:8]([C:11]1[CH:18]=[CH:17][C:14]([CH2:15][OH:16])=[CH:13][CH:12]=1)[CH2:9][CH3:10])=[O:7])([CH3:4])([CH3:3])[CH3:2]>C(#N)C.[O-2].[O-2].[Mn+4]>[C:1]([O:5][C:6]([N:8]([C:11]1[CH:18]=[CH:17][C:14]([CH:15]=[O:16])=[CH:13][CH:12]=1)[CH2:9][CH3:10])=[O:7])([CH3:2])([CH3:3])[CH3:4] |f:2.3.4|. Procedure details: Dissolve 4-(N-tert-butoxycarbonyl-N-ethyl-amino)-benzyl alcohol (1.24 g, 5.52 mmol) in 50 mL acetonitrile. Add to this solution manganese dioxide and stir the mixture for two days at room temperature. Filter the residue through Celite® and concentrate the solvent to give 632 mg of 4-(N-tert-butoxycarbonyl-N-ethyl-amino) benzaldehyde. Yield 52%. 1H-NMR (CDCl3, 300 MHz): 9.95 (s, 1H); 7.83 (d, J=8.7 Hz, 2H); 7.39 (d, J=8.7 Hz, 2H); 3.74 (q, J=7.0 Hz, 2H); 1.45 (s, 9H); 1.18 (t, J=7.0 Hz, 3H). RXN SMILES: [N+:1](=[C:3]1[C:20](=[O:21])[CH2:19][CH2:18][C@@:17]2([CH3:22])[C@H:4]1[CH2:5][CH2:6][C@@H:7]1[C@@H:16]2[CH2:15][CH2:14][C@@:12]2([CH3:13])[C@H:8]1[CH2:9][CH2:10][C@@H:11]2[CH2:23][OH:24])=[N-:2].[Cr](Cl)([O-])(=O)=O.[NH+]1C=CC=CC=1>>[N+:1](=[C:3]1[C:20](=[O:21])[CH2:19][CH2:18][C@@:17]2([CH3:22])[C@H:4]1[CH2:5][CH2:6][C@@H:7]1[C@@H:16]2[CH2:15][CH2:14][C@@:12]2([CH3:13])[C@H:8]1[CH2:9][CH2:10][C@@H:11]2[CH:23]=[O:24])=[N-:2] |f:1.2|. Yields the product [N+](=[N-])=C1[C@@H]2CC[C@H]3[C@@H]4CC[C@@H]([C@@]4(C)CC[C@@H]3[C@]2(CCC1=O)C)C=O (4-diazo-3-oxo-5α-androstane-17β-carboxaldehyde). The reactants are [N+](=[N-])=C1[C@@H]2CC[C@H]3[C@@H]4CC[C@@H]([C@@]4(C)CC[C@@H]3[C@]2(CCC1=O)C)CO (4-Diazo-17β-hydroxymethyl-5αandrostan-3-one), [Cr](=O)(=O)([O-])Cl.[NH+]1=CC=CC=C1 (pyridinium chlorochromate). Reported procedure: 4-Diazo-17β-hydroxymethyl-5αandrostan-3-one is oxidized with pyridinium chlorochromate according to the procedure described in Example 4 to give 4-diazo-3-oxo-5α-androstane-17β-carboxaldehyde. In a similar manner, 4-diazo-17β-hydroxy-5α-androstan-3-one is oxidized with pyridinium chlorochromate to give 4-diazo-5α-androstane-3,17-dione. Reactants: N1CC(CC1)O (3-pyrrolidinol), C([O-])([O-])=O.[Na+].[Na+] (sodium carbonate), C1=CC=C2C(=C1)C(=CN2)C(=O)C(=O)Cl (indole-3-glyoxyloyl chloride). Run in O (water). Product: N1C=C(C2=CC=CC=C12)C(C(=O)N1CC(CC1)O)=O (1-(indol- 3 -ylglyoxyloyl)-3-hydroxypyrrolidine). RXN SMILES: [NH:1]1[CH2:5][CH2:4][CH:3]([OH:6])[CH2:2]1.C(=O)([O-])[O-].[Na+].[Na+].[CH:13]1[CH:18]=[C:17]2[C:19]([C:22]([C:24](Cl)=[O:25])=[O:23])=[CH:20][NH:21][C:16]2=[CH:15][CH:14]=1>O>[NH:21]1[C:16]2[C:17](=[CH:18][CH:13]=[CH:14][CH:15]=2)[C:19]([C:22](=[O:23])[C:24]([N:1]2[CH2:5][CH2:4][CH:3]([OH:6])[CH2:2]2)=[O:25])=[CH:20]1 |f:1.2.3|. Reported procedure: --A solution of 1.25 g. (0.014 mole) of 3-pyrrolidinol and 3.0 g. of sodium carbonate in 35 ml. of water was treated all at once with 3 g. (0.014 mole) of indole-3-glyoxyloyl chloride and the mixture stirred at room temperature for 24 hours. The product was isolated by filtration and recrystallized from absolute alcohol. The yield was 2.6 g. (70%) and the material melted at 216°-218° C. Reactants: BrB(Br)Br, O=C([O-])O, COc1cccc2c(C(F)(F)F)cc(C)nc12, CO, ClCCl, [Na+]. The product is Cc1cc(C(F)(F)F)c2cccc(O)c2n1. As a reaction SMILES: [B:18]([Br:19])([Br:20])[Br:21].[C:24](=[O:25])([OH:26])[O-:27].[CH3:1][O:2][c:3]1[cH:4][cH:5][cH:6][c:7]2[c:8]([C:14]([F:15])([F:16])[F:17])[cH:9][c:10]([CH3:13])[n:11][c:12]12.[CH3:22][OH:23].[Cl:29][CH2:30][Cl:31].[Na+:28]>>[OH:2][c:3]1[cH:4][cH:5][cH:6][c:7]2[c:8]([C:14]([F:15])([F:16])[F:17])[cH:9][c:10]([CH3:13])[n:11][c:12]12. Reactants: NC=1SC2=C(C1C(=O)OCC)CCCC2 (ethyl 2-amino-4,5,6,7-tetrahydro-1-benzothiophene-3-carboxylate), C(=O)N (formamide). Run in O (water). Reaction conditions: temperature 160 celsius, time 8 hour. The product is C1=2C=3C(=NC=NC3SC2CCCC1)O (8-thia-4,6-diazatricyclo[7.4.0.0[2,7]]trideca-1(9),2(7),3,5-tetraen-3-ol). Isolated yield 81.0%. Reaction SMILES: [NH2:1][C:2]1[S:3][C:4]2[CH2:15][CH2:14][CH2:13][CH2:12][C:5]=2[C:6]=1[C:7](OCC)=[O:8].[CH:16]([NH2:18])=O>O>[C:5]12[CH2:12][CH2:13][CH2:14][CH2:15][C:4]=1[S:3][C:2]1[N:1]=[CH:16][N:18]=[C:7]([OH:8])[C:6]2=1. Procedure: Into a 100-mL round-bottom flask containing a solution of ethyl 2-amino-4,5,6,7-tetrahydro-1-benzothiophene-3-carboxylate (4.06 g, 18.02 mmol, 1.00 equiv) in 100 mL of formamide was stirred for 8 h at 160° C. in an oil bath under nitrogen. The reaction mixture was cooled to 0° C. and diluted with water. The solids were filtered and precipitated with ethyl acetate to provide 8-thia-4,6-diazatricyclo[7.4.0.0[2,7]]trideca-1(9),2(7),3,5-tetraen-3-ol (3.0 g, 81%) as a light yellow solid.